Dataset: the Open Reaction Database (ORD), a public repository of structured organic reaction records. Task: describe an organic reaction: reactants, conditions, products, and yield Starting materials: O=C([O-])[O-], CCOC(C)=O, Cl[Cu], CS(=O)(=O)N1CCc2cc(I)ccc21, [K+], [K+], CN(C)C=O, O, COC1(c2cccc(S)c2)CCOCC1. Reaction SMILES: [C:30](=[O:31])([O-:32])[O-:33].[CH3:36][CH2:37][O:38][C:39](=[O:40])[CH3:41].[Cl:47][Cu:48].[I:1][c:2]1[cH:3][c:4]2[c:8]([cH:9][cH:10]1)[N:7]([S:11](=[O:12])(=[O:13])[CH3:14])[CH2:6][CH2:5]2.[K+:34].[K+:35].[O:42]=[CH:43][N:44]([CH3:45])[CH3:46].[OH2:49].[SH:15][c:16]1[cH:17][c:18]([C:22]2([O:28][CH3:29])[CH2:23][CH2:24][O:25][CH2:26][CH2:27]2)[cH:19][cH:20][cH:21]1>>[c:2]1([S:15][c:16]2[cH:17][c:18]([C:22]3([O:28][CH3:29])[CH2:23][CH2:24][O:25][CH2:26][CH2:27]3)[cH:19][cH:20][cH:21]2)[cH:3][c:4]2[c:8]([cH:9][cH:10]1)[N:7]([S:11](=[O:12])(=[O:13])[CH3:14])[CH2:6][CH2:5]2. The product is COC1(c2cccc(Sc3ccc4c(c3)CCN4S(C)(=O)=O)c2)CCOCC1. Starting materials: FC1=CC(=C(CNC(=O)C=2N=C3N(C(C2OCC2=CC=CC=C2)=O)CCN3C(C)C)C=C1)S(N(C)C)(=O)=O (N-(4-fluoro-2-(N,N-dimethylsulfamoyl)benzyl)-6-benzyloxy-1-isopropyl-5-oxo-1,2,3,5-tetrahydroimidazo[1,2-a]pyrimidine-7-carboxamide). Solvent: FC(C(=O)O)(F)F (trifluoroacetic acid). Yields the product FC1=CC(=C(CNC(=O)C=2N=C3N(C(C2O)=O)CCN3C(C)C)C=C1)S(N(C)C)(=O)=O (N-(4-Fluoro-2-(N,N-dimethylsulfamoyl)benzyl)-6-hydroxy-1-isopropyl-5-oxo-1,2,3,5-tetrahydroimidazo[1,2-a]pyrimidine-7-carboxamide). Isolated yield 82.7%. RXN SMILES: [F:1][C:2]1[CH:32]=[CH:31][C:5]([CH2:6][NH:7][C:8]([C:10]2[N:11]=[C:12]3[N:27]([CH:28]([CH3:30])[CH3:29])[CH2:26][CH2:25][N:13]3[C:14](=[O:24])[C:15]=2[O:16]CC2C=CC=CC=2)=[O:9])=[C:4]([S:33](=[O:38])(=[O:37])[N:34]([CH3:36])[CH3:35])[CH:3]=1>FC(F)(F)C(O)=O>[F:1][C:2]1[CH:32]=[CH:31][C:5]([CH2:6][NH:7][C:8]([C:10]2[N:11]=[C:12]3[N:27]([CH:28]([CH3:30])[CH3:29])[CH2:26][CH2:25][N:13]3[C:14](=[O:24])[C:15]=2[OH:16])=[O:9])=[C:4]([S:33](=[O:37])(=[O:38])[N:34]([CH3:36])[CH3:35])[CH:3]=1. Procedure: A solution of N-(4-fluoro-2-(N,N-dimethylsulfamoyl)benzyl)-6-benzyloxy-1-isopropyl-5-oxo-1,2,3,5-tetrahydroimidazo[1,2-a]pyrimidine-7-carboxamide (0.155 g, 0.28 mmol) in trifluoroacetic acid (10 ml) was stirred at 25° C. for 72 h. The solvent was then evaporated under reduced pressure and the residue was purified by preparative HPLC (column YMC Pack C-18, 5μ, 20×250 mm, elution gradient acetonitrile-water 0.1% trifluoroacetic acid) to give 0.105 g (81% yield) of the title amide as a white solid. Reactants: CC(C)C1=C(C(=O)O)C(=CC=C1)C (2-(1-methylethyl)-6-methylbenzoic acid), C(C(=O)Cl)(=O)Cl (oxalyl chloride). The reagents and catalysts are CN(C)C=O (DMF). Run in ClCCl (dichloromethane). Conditions: time 15 hour. Yields the product CC(C)C1=C(C(=O)Cl)C(=CC=C1)C (2-(1-methylethyl)-6-methylbenzoyl chloride). RXN SMILES: [CH3:1][CH:2]([C:4]1[CH:12]=[CH:11][CH:10]=[C:9]([CH3:13])[C:5]=1[C:6](O)=[O:7])[CH3:3].C(Cl)(=O)C([Cl:17])=O>ClCCl.CN(C=O)C>[CH3:1][CH:2]([C:4]1[CH:12]=[CH:11][CH:10]=[C:9]([CH3:13])[C:5]=1[C:6]([Cl:17])=[O:7])[CH3:3]. Reported procedure: A solution of 2-(1-methylethyl)-6-methylbenzoic acid (64 mg, 0.35 mmol) in dichloromethane (3 mL) containing DMF (2 drops) was treated with oxalyl chloride (0.16 mL, 1.8 mmol) and the mixture was stirred for 15 h. The mixture was concentrated, azeotroping with toluene to remove traces of oxalyl chloride and the residue was used directly in the next step. The solvent is C1(=CC=CC=C1)C (toluene). The product is C(C)(=O)C1=CC=C(C(=O)Cl)C=C1 (4-Acetylbenzoyl chloride). Reaction SMILES: S(Cl)([Cl:3])=O.[C:5]([C:8]1[CH:16]=[CH:15][C:11]([C:12](O)=[O:13])=[CH:10][CH:9]=1)(=[O:7])[CH3:6]>C1(C)C=CC=CC=1>[C:5]([C:8]1[CH:16]=[CH:15][C:11]([C:12]([Cl:3])=[O:13])=[CH:10][CH:9]=1)(=[O:7])[CH3:6]. Procedure: 120 mmol of thionyl chloride are added to 600 mmol of 4-acetylbenzoic acid in 150 ml of toluene. The reaction mixture is heated at reflux for 3 hours and then cooled. The solvent is evaporated off. The product is used without any other treatment. The reactants are S(=O)(Cl)Cl (thionyl chloride), C(C)(=O)C1=CC=C(C(=O)O)C=C1 (4-acetylbenzoic acid). Starting materials: C1COCCN1, [K+], [K+], COC(=O)c1cc(Cl)cc(N)c1[N+](=O)[O-], O=C([O-])[O-], CN(C)C=O, O. The product is COC(=O)c1cc(N2CCOCC2)cc(N)c1[N+](=O)[O-]. Reaction SMILES: [CH2:16]1[CH2:17][O:18][CH2:19][CH2:20][NH:21]1.[K+:22].[K+:23].[NH2:1][c:2]1[c:3]([N+:13](=[O:14])[O-:15])[c:4]([C:5](=[O:6])[O:7][CH3:8])[cH:9][c:10]([Cl:12])[cH:11]1.[O-:24][C:25]([O-:26])=[O:27].[O:29]=[CH:30][N:31]([CH3:32])[CH3:33].[OH2:28]>>[NH2:1][c:2]1[c:3]([N+:13](=[O:14])[O-:15])[c:4]([C:5](=[O:6])[O:7][CH3:8])[cH:9][c:10]([N:21]2[CH2:16][CH2:17][O:18][CH2:19][CH2:20]2)[cH:11]1. Reactants: COC1CC(C(=O)Nc2cnccn2)N(C(=O)OCc2ccccc2)C1, CO. Product: COC1CNC(C(=O)Nc2cnccn2)C1. As a reaction SMILES: [CH3:1][O:2][CH:3]1[CH2:4][CH:5]([C:18]([NH:19][c:20]2[n:21][cH:22][cH:23][n:24][cH:25]2)=[O:26])[N:6]([C:8]([O:9][CH2:10][c:11]2[cH:12][cH:13][cH:14][cH:15][cH:16]2)=[O:17])[CH2:7]1.[CH3:27][OH:28]>>[CH3:1][O:2][CH:3]1[CH2:4][CH:5]([C:18]([NH:19][c:20]2[n:21][cH:22][cH:23][n:24][cH:25]2)=[O:26])[NH:6][CH2:7]1. Procedure: To a solution of EXAMPLE 340B (386 mg) in acetone (10 mL) and water (5 mL) was added para-toluenesulfonic acid monohydrate (50 mg). The mixture was stirred at 120° C. in a Biotage Initiator microwave reactor for 30 minutes. The mixture was diluted with dichloromethane (300 mL) and washed with aqueous NaHCO3, water, brine and dried over Na2SO4. Filtration and evaporation of the solvent gave the title compound. Reaction SMILES: O1[C:5]2([CH2:10][CH2:9][CH:8]([NH:11][C:12]3[CH:17]=[CH:16][C:15]([S:18]([NH:21][C:22](=[O:61])[C:23]4[CH:28]=[CH:27][C:26]([N:29]5[CH2:34][CH2:33][N:32]([CH2:35][C:36]6[CH2:41][CH2:40][C:39]([CH3:43])([CH3:42])[CH2:38][C:37]=6[C:44]6[CH:49]=[CH:48][C:47]([Cl:50])=[CH:46][CH:45]=6)[CH2:31][CH2:30]5)=[CH:25][C:24]=4[O:51][C:52]4[CH:53]=[C:54]5[CH:60]=[CH:59][NH:58][C:55]5=[N:56][CH:57]=4)(=[O:20])=[O:19])=[CH:14][C:13]=3[N+:62]([O-:64])=[O:63])[CH2:7][CH2:6]2)[O:4]CC1.O.C1(C)C=CC(S(O)(=O)=O)=CC=1>CC(C)=O.O.ClCCl>[NH:58]1[C:55]2=[N:56][CH:57]=[C:52]([O:51][C:24]3[CH:25]=[C:26]([N:29]4[CH2:30][CH2:31][N:32]([CH2:35][C:36]5[CH2:41][CH2:40][C:39]([CH3:43])([CH3:42])[CH2:38][C:37]=5[C:44]5[CH:45]=[CH:46][C:47]([Cl:50])=[CH:48][CH:49]=5)[CH2:33][CH2:34]4)[CH:27]=[CH:28][C:23]=3[C:22]([NH:21][S:18]([C:15]3[CH:16]=[CH:17][C:12]([NH:11][CH:8]4[CH2:9][CH2:10][C:5](=[O:4])[CH2:6][CH2:7]4)=[C:13]([N+:62]([O-:64])=[O:63])[CH:14]=3)(=[O:20])=[O:19])=[O:61])[CH:53]=[C:54]2[CH:60]=[CH:59]1 |f:1.2|. The solvent is CC(=O)C (acetone), O (water), ClCCl (dichloromethane). The product is N1C=CC=2C1=NC=C(C2)OC2=C(C(=O)NS(=O)(=O)C1=CC(=C(C=C1)NC1CCC(CC1)=O)[N+](=O)[O-])C=CC(=C2)N2CCN(CC2)CC2=C(CC(CC2)(C)C)C2=CC=C(C=C2)Cl (2-(1H-pyrrolo[2,3-b]pyridin-5-yloxy)-4-(4-((2-(4-chlorophenyl)-4,4-dimethylcyclohex-1-enyl)methyl)piperazin-1-yl)-N-(3-nitro-4-(4-oxocyclohexylamino)phenylsulfonyl)benzamide). Reaction conditions: temperature 120 celsius, time 30 minute. Starting materials: O1CCOC12CCC(CC2)NC2=C(C=C(C=C2)S(=O)(=O)NC(C2=C(C=C(C=C2)N2CCN(CC2)CC2=C(CC(CC2)(C)C)C2=CC=C(C=C2)Cl)OC=2C=C1C(=NC2)NC=C1)=O)[N+](=O)[O-] (N-(4-(1,4-dioxaspiro[4.5]decan-8-ylamino)-3-nitrophenylsulfonyl)-2-(1H-pyrrolo[2,3-b]pyridin-5-yloxy)-4-(4-((2-(4-chlorophenyl)-4,4-dimethylcyclohex-1-enyl)methyl)piperazin-1-yl)benzamide), O.C1(=CC=C(C=C1)S(=O)(=O)O)C (para-toluenesulfonic acid monohydrate). Reactants: ClCC1=NC2=CC(=C(C=C2C(=C1C(=O)OCC)C1=CC=C(C=C1)Cl)OC)OC (ethyl 2-chloromethyl-4-(4-chlorophenyl)-6,7-dimethoxyquinoline-3-carboxylate), C(C)NCC (diethylamine). Product: ClC1=CC=C(C=C1)C1=C(C(=NC2=CC(=C(C=C12)OC)OC)CN(CC)CC)C(=O)OCC (ethyl 4-(4-chlorophenyl)-2-(N,N-diethylaminomethyl)-6,7-dimethoxyquinoline-3-carboxylate). As a reaction SMILES: Cl[CH2:2][C:3]1[C:12]([C:13]([O:15][CH2:16][CH3:17])=[O:14])=[C:11]([C:18]2[CH:23]=[CH:22][C:21]([Cl:24])=[CH:20][CH:19]=2)[C:10]2[C:5](=[CH:6][C:7]([O:27][CH3:28])=[C:8]([O:25][CH3:26])[CH:9]=2)[N:4]=1.[CH2:29]([NH:31][CH2:32][CH3:33])[CH3:30]>>[Cl:24][C:21]1[CH:20]=[CH:19][C:18]([C:11]2[C:10]3[C:5](=[CH:6][C:7]([O:27][CH3:28])=[C:8]([O:25][CH3:26])[CH:9]=3)[N:4]=[C:3]([CH2:2][N:31]([CH2:32][CH3:33])[CH2:29][CH3:30])[C:12]=2[C:13]([O:15][CH2:16][CH3:17])=[O:14])=[CH:23][CH:22]=1. Reported procedure: According to the same manner as that described in Example 33, ethyl 2-chloromethyl-4-(4-chlorophenyl)-6,7-dimethoxyquinoline-3-carboxylate was reacted with diethylamine to give ethyl 4-(4-chlorophenyl)-2-(N,N-diethylaminomethyl)-6,7-dimethoxyquinoline-3-carboxylate. This compound was recrystallized from ethyl acetate - hexane. Colorless prisms, mp. 82°-83° C. Reactants: COC1=CC=C(C=C1)C(OCCC(CCCCCCCCCO[C@@H]1CC2=CC[C@H]3[C@@H]4CC[C@H]([C@@H](CCCC(C)C)C)[C@]4(CC[C@@H]3[C@]2(CC1)C)C)O)(C1=CC=CC=C1)C1=CC=C(C=C1)OC (1-((bis(4-methoxyphenyl)(phenyl)methoxy))-12-(Cholest-5-en-3β-oxy)dodecan-3-ol), CCOC(=O)C (EtOAc), C1(CCC(=O)O1)=O (succinic anhydride), TEA. Solvent: C(Cl)Cl (DCM). Reaction conditions: time 17 hour. Product: COC1=CC=C(C=C1)C(OCCC(CCCCCCCCCO[C@@H]1CC2=CC[C@H]3[C@@H]4CC[C@H]([C@@H](CCCC(C)C)C)[C@]4(CC[C@@H]3[C@]2(CC1)C)C)OC(CCC(=O)O)=O)(C1=CC=CC=C1)C1=CC=C(C=C1)OC (4-((1-(bis(4-methoxyphenyl)(phenyl)methoxy)-12-(Cholest-5-en-3β-oxy)dodecan-3-yl)oxy)-4-oxobutanoic Acid). RXN SMILES: [CH3:1][O:2][C:3]1[CH:8]=[CH:7][C:6]([C:9]([C:58]2[CH:63]=[CH:62][C:61]([O:64][CH3:65])=[CH:60][CH:59]=2)([C:52]2[CH:57]=[CH:56][CH:55]=[CH:54][CH:53]=2)[O:10][CH2:11][CH2:12][CH:13]([OH:51])[CH2:14][CH2:15][CH2:16][CH2:17][CH2:18][CH2:19][CH2:20][CH2:21][CH2:22][O:23][C@H:24]2[CH2:48][CH2:47][C@@:46]3([CH3:49])[C:26](=[CH:27][CH2:28][C@@H:29]4[C@@H:45]3[CH2:44][CH2:43][C@@:42]3([CH3:50])[C@H:30]4[CH2:31][CH2:32][C@@H:33]3[C@H:34]([CH3:41])[CH2:35][CH2:36][CH2:37][CH:38]([CH3:40])[CH3:39])[CH2:25]2)=[CH:5][CH:4]=1.[C:66]1(=[O:72])[O:71][C:69](=[O:70])[CH2:68][CH2:67]1.CCOC(C)=O>C(Cl)Cl>[CH3:65][O:64][C:61]1[CH:60]=[CH:59][C:58]([C:9]([C:6]2[CH:7]=[CH:8][C:3]([O:2][CH3:1])=[CH:4][CH:5]=2)([C:52]2[CH:53]=[CH:54][CH:55]=[CH:56][CH:57]=2)[O:10][CH2:11][CH2:12][CH:13]([O:51][C:66](=[O:72])[CH2:67][CH2:68][C:69]([OH:71])=[O:70])[CH2:14][CH2:15][CH2:16][CH2:17][CH2:18][CH2:19][CH2:20][CH2:21][CH2:22][O:23][C@H:24]2[CH2:48][CH2:47][C@@:46]3([CH3:49])[C:26](=[CH:27][CH2:28][C@@H:29]4[C@@H:45]3[CH2:44][CH2:43][C@@:42]3([CH3:50])[C@H:30]4[CH2:31][CH2:32][C@@H:33]3[C@H:34]([CH3:41])[CH2:35][CH2:36][CH2:37][CH:38]([CH3:40])[CH3:39])[CH2:25]2)=[CH:63][CH:62]=1. Reported procedure: In a 20 mL scintillation vial was 1-((bis(4-methoxyphenyl)(phenyl)methoxy))-12-(Cholest-5-en-3β-oxy)dodecan-3-ol (0.5 g, 0.562 mmol) and succinic anhydride (0.113 g, 1.124 mmol) in DCM (10 ml) to give a colorless solution. TEA (0.313 ml, 2.249 mmol) was added and the mixture set to stir for 17 hours. The reaction was judged complete by TLC (25% EtOAc/Hex, PMA visualization). The reaction mixture was washed with 5% NaHPO4 solution (3×15 mL) and brine (1×15 mL). The organic phase was dried over so... Reactants: CC(=O)OI1(C=2C=CC=CC2C(=O)O1)(OC(=O)C)OC(=O)C (Dess-Martin periodinane), COC=1C=C2C=C(C=NC2=CC1)SCCO (2-(6-methoxy-quinolin-3-ylsulfanyl)-ethanol). Run in ClCCl (dichloromethane). Run at time 1 hour. The product is COC=1C=C2C=C(C=NC2=CC1)SCC=O ((6-methoxy-quinolin-3-ylsulfanyl)-acetaldehyde). As a reaction SMILES: CC(OI1(OC(C)=O)(OC(C)=O)OC(=O)C2C=CC=CC1=2)=O.[CH3:23][O:24][C:25]1[CH:26]=[C:27]2[C:32](=[CH:33][CH:34]=1)[N:31]=[CH:30][C:29]([S:35][CH2:36][CH2:37][OH:38])=[CH:28]2>ClCCl>[CH3:23][O:24][C:25]1[CH:26]=[C:27]2[C:32](=[CH:33][CH:34]=1)[N:31]=[CH:30][C:29]([S:35][CH2:36][CH:37]=[O:38])=[CH:28]2. Reported procedure: Dess-Martin periodinane (400 mg, 0.94 mmol, 2.0 eq) is added at 0° C. to a stirred solution of 2-(6-methoxy-quinolin-3-ylsulfanyl)-ethanol (130 mg, 0.55 mmol, 1.0 eq) in dichloromethane (5 mL). The reaction mixture is stirred at room temperature for 1 hour, concentrated to give a crude product that is directly engaged in the next step (130 mg, 100%).